From a dataset of the Open Reaction Database (ORD), a public repository of structured organic reaction records. describe an organic reaction: reactants, conditions, products, and yield The reactants are O1CCOC12CCC(CC2)C2=NC=1N(C(=C2)O)N=CC1 (5-(1,4-dioxaspiro[4.5]decan-8-yl)pyrazolo[1,5-a]pyrimidin-7-ol), C(C)OC(CC(=O)C1CCN(CC1)C(=O)OC(C)(C)C)=O (tert-butyl 4-(3-ethoxy-3-oxopropanoyl)piperidine-1-carboxylate), O=C(CC(=O)OCC)C1CCC2(OCCO2)CC1 (ethyl 3-oxo-3-(1,4-dioxaspiro[4.5]decan-8-yl)propanoate). The product is OC1=CC(=NC=2N1N=CC2)C2CCN(CC2)C(=O)OC(C)(C)C (tert-Butyl 4-(7-hydroxypyrazolo[1,5-a]pyrimidin-5-yl)piperidine-1-carboxylate). As a reaction SMILES: O1C2([CH2:10][CH2:9][CH:8]([C:11]3[CH:16]=[C:15]([OH:17])[N:14]4[N:18]=[CH:19][CH:20]=[C:13]4[N:12]=3)[CH2:7][CH2:6]2)OCC1.C(OC(=O)CC(C1CC[N:31]([C:34]([O:36][C:37]([CH3:40])([CH3:39])[CH3:38])=[O:35])CC1)=O)C.O=C(C1CCC2(OCCO2)CC1)CC(OCC)=O>>[OH:17][C:15]1[N:14]2[N:18]=[CH:19][CH:20]=[C:13]2[N:12]=[C:11]([CH:8]2[CH2:7][CH2:6][N:31]([C:34]([O:36][C:37]([CH3:40])([CH3:39])[CH3:38])=[O:35])[CH2:10][CH2:9]2)[CH:16]=1. Procedure: tert-Butyl 4-(7-hydroxypyrazolo[1,5-a]pyrimidin-5-yl)piperidine-1-carboxylate was synthesized in a manner similar to the synthesis of 5-(1,4-dioxaspiro[4.5]decan-8-yl)pyrazolo[1,5-a]pyrimidin-7-ol, but with tert-butyl 4-(3-ethoxy-3-oxopropanoyl)piperidine-1-carboxylate substituted for ethyl 3-oxo-3-(1,4-dioxaspiro[4.5]decan-8-yl)propanoate. Reactants: ClC1=C(C=CC(=C1)Cl)C1=C(C=C(S1)C(=O)N1CCC(CC1)(C(=O)N)C1=CC=CC=C1)C1=CC=C(C=C1)O (1-{[5-(2,4-Dichlorophenyl)-4-(4-hydroxyphenyl)thien-2-yl]carbonyl}-4-phenylpiperidine-4-carboxamide), C(=O)([O-])[O-].[K+].[K+] (K2CO3), ClCCCO (3-chloropropan-1-ol). The solvent is CN(C)C=O (DMF). Run at temperature 90 celsius. The product is ClC1=C(C=CC(=C1)Cl)C1=C(C=C(S1)C(=O)N1CCC(CC1)(C(=O)N)C1=CC=CC=C1)C1=CC=C(C=C1)OCCCO (1-({5-(2,4-Dichlorophenyl)-4-[4-(3-hydroxypropoxy)phenyl]thien-2-yl}carbonyl)-4-phenylpiperidine-4-carboxamide). Isolated yield 65.8%. As a reaction SMILES: [Cl:1][C:2]1[CH:7]=[C:6]([Cl:8])[CH:5]=[CH:4][C:3]=1[C:9]1[S:13][C:12]([C:14]([N:16]2[CH2:21][CH2:20][C:19]([C:25]3[CH:30]=[CH:29][CH:28]=[CH:27][CH:26]=3)([C:22]([NH2:24])=[O:23])[CH2:18][CH2:17]2)=[O:15])=[CH:11][C:10]=1[C:31]1[CH:36]=[CH:35][C:34]([OH:37])=[CH:33][CH:32]=1.C([O-])([O-])=O.[K+].[K+].Cl[CH2:45][CH2:46][CH2:47][OH:48]>CN(C=O)C>[Cl:1][C:2]1[CH:7]=[C:6]([Cl:8])[CH:5]=[CH:4][C:3]=1[C:9]1[S:13][C:12]([C:14]([N:16]2[CH2:17][CH2:18][C:19]([C:25]3[CH:30]=[CH:29][CH:28]=[CH:27][CH:26]=3)([C:22]([NH2:24])=[O:23])[CH2:20][CH2:21]2)=[O:15])=[CH:11][C:10]=1[C:31]1[CH:32]=[CH:33][C:34]([O:37][CH2:45][CH2:46][CH2:47][OH:48])=[CH:35][CH:36]=1 |f:1.2.3|. Procedure details: 1.65 g of the compound obtained in stage 1G), 0.57 g of K2CO3 and 0.83 g of 3-chloropropan-1-ol are added to 10 ml of DMF. The reaction medium is heated at 90° C. for 3 hours. The reaction medium is then poured onto distilled water and the expected compound is extracted with ethyl acetate. The organic phase is dried and evaporated. After crystallizing in ethyl acetate, 1.2 g of the expected compound are obtained. Reactants: CC(C)Cc1ccc2c(Cl)ccnc2n1, Cc1ccc(Sc2ccc(O)cc2)c(N)c1. The product is Cc1ccc(Sc2ccc(O)cc2)c(Nc2ccnc3nc(CC(C)C)ccc23)c1. As a reaction SMILES: [Cl:1][c:2]1[c:3]2[cH:4][cH:5][c:6]([CH2:12][CH:13]([CH3:14])[CH3:15])[n:7][c:8]2[n:9][cH:10][cH:11]1.[NH2:16][c:17]1[c:18]([S:24][c:25]2[cH:26][cH:27][c:28]([OH:31])[cH:29][cH:30]2)[cH:19][cH:20][c:21]([CH3:23])[cH:22]1>>[c:2]1([NH:16][c:17]2[c:18]([S:24][c:25]3[cH:26][cH:27][c:28]([OH:31])[cH:29][cH:30]3)[cH:19][cH:20][c:21]([CH3:23])[cH:22]2)[c:3]2[cH:4][cH:5][c:6]([CH2:12][CH:13]([CH3:14])[CH3:15])[n:7][c:8]2[n:9][cH:10][cH:11]1. Starting materials: CO, Cc1cc(C(=O)N(C)C)ccc1[N+](=O)[O-]. The product is Cc1cc(C(=O)N(C)C)ccc1N. RXN SMILES: [CH3:16][OH:17].[CH3:1][N:2]([C:3]([c:4]1[cH:5][c:6]([CH3:13])[c:7]([N+:10]([O-:11])=[O:12])[cH:8][cH:9]1)=[O:14])[CH3:15]>>[CH3:1][N:2]([C:3]([c:4]1[cH:5][c:6]([CH3:13])[c:7]([NH2:10])[cH:8][cH:9]1)=[O:14])[CH3:15]. Reactants: COc1cc(C2C(C#N)=C(C)NC3=C2C(=O)CC(c2ccccc2)C3)cc(Br)c1OCc1cccc(C(=O)O)c1, CCN=C=NCCCN(C)C, CCN(C(C)C)C(C)C, ClCCl, NCc1cccs1. The product is COc1cc(C2C(C#N)=C(C)NC3=C2C(=O)CC(c2ccccc2)C3)cc(Br)c1OCc1cccc(C(=O)NCc2cccs2)c1. As a reaction SMILES: [Br:1][c:2]1[c:3]([O:4][CH2:5][c:6]2[cH:7][c:8]([C:9](=[O:10])[OH:11])[cH:12][cH:13][cH:14]2)[c:15]([O:39][CH3:40])[cH:16][c:17]([CH:19]2[C:20]([C:37]#[N:38])=[C:21]([CH3:36])[NH:22][C:23]3=[C:28]2[C:27](=[O:29])[CH2:26][CH:25]([c:30]2[cH:31][cH:32][cH:33][cH:34][cH:35]2)[CH2:24]3)[cH:18]1.[CH3:41][CH2:42][N:43]=[C:44]=[N:45][CH2:46][CH2:47][CH2:48][N:49]([CH3:50])[CH3:51].[CH:52]([N:53]([CH2:54][CH3:55])[CH:56]([CH3:57])[CH3:58])([CH3:59])[CH3:60].[Cl:68][CH2:69][Cl:70].[s:61]1[c:62]([CH2:66][NH2:67])[cH:63][cH:64][cH:65]1>>[Br:1][c:2]1[c:3]([O:4][CH2:5][c:6]2[cH:7][c:8]([C:9](=[O:10])[NH:67][CH2:66][c:62]3[s:61][cH:65][cH:64][cH:63]3)[cH:12][cH:13][cH:14]2)[c:15]([O:39][CH3:40])[cH:16][c:17]([CH:19]2[C:20]([C:37]#[N:38])=[C:21]([CH3:36])[NH:22][C:23]3=[C:28]2[C:27](=[O:29])[CH2:26][CH:25]([c:30]2[cH:31][cH:32][cH:33][cH:34][cH:35]2)[CH2:24]3)[cH:18]1. Procedure: In analogy to example 1d (S)-2-amino-5-methyl-5-phenyl-hexan-1-ol was reacted with cyanogen bromide to give (S)-4-(3-methyl-3-phenyl-butyl)-4,5-dihydro-oxazol-2-ylamine. White solid. MS (ISP): 233.1 ([M+H]+)) Product: CC(CC[C@@H]1N=C(OC1)N)(C)C1=CC=CC=C1 ((S)-4-(3-methyl-3-phenyl-butyl)-4,5-dihydro-oxazol-2-ylamine). Reaction SMILES: [NH2:1][C@@H:2]([CH2:5][CH2:6][C:7]([CH3:15])([C:9]1[CH:14]=[CH:13][CH:12]=[CH:11][CH:10]=1)[CH3:8])[CH2:3][OH:4].[N:16]#[C:17]Br>>[CH3:8][C:7]([C:9]1[CH:10]=[CH:11][CH:12]=[CH:13][CH:14]=1)([CH3:15])[CH2:6][CH2:5][C@H:2]1[CH2:3][O:4][C:17]([NH2:16])=[N:1]1. Starting materials: N[C@H](CO)CCC(C)(C1=CC=CC=C1)C ((S)-2-amino-5-methyl-5-phenyl-hexan-1-ol), N#CBr (cyanogen bromide). Reactants: ClC1=NC(=NC(=N1)NCCCCC1CC(N(C(C1)(C)C)OC1CCCCC1)(C)C)OC1=CC=C(C=C1)C(C)(C)C1=CC=C(C=C1)OC1=NC(=NC(=N1)Cl)NCCCCC1CC(N(C(C1)(C)C)OC1CCCCC1)(C)C (2,2-bis{4-[[2-chloro-4-[N-(1-cyclohexyloxy-2,2,6,6-tetramethylpiperidin-4-yl)butylamino]-1,3,5-triazin-6-yl]oxy]phenyl}propane), NCCCCCC(=O)O (6-aminohexanoic acid). Yields the product C(=O)(O)CCCCCNC1=NC(=NC(=N1)NCCCCC1CC(N(C(C1)(C)C)OC1CCCCC1)(C)C)OC1=CC=C(C=C1)C(C)(C)C1=CC=C(C=C1)OC1=NC(=NC(=N1)NCCCCCC(=O)O)NCCCCC1CC(N(C(C1)(C)C)OC1CCCCC1)(C)C (2,2-Bis{4-[[2-[(5-carboxypentyl)amino]-4-[N-(1-cyclohexyloxy-2,2,6,6-tetramethylpiperidin-4-yl)butylamino]-1,3,5-triazin-6-yl]oxy]phenyl}propane). As a reaction SMILES: Cl[C:2]1[N:7]=[C:6]([NH:8][CH2:9][CH2:10][CH2:11][CH2:12][CH:13]2[CH2:18][C:17]([CH3:20])([CH3:19])[N:16]([O:21][CH:22]3[CH2:27][CH2:26][CH2:25][CH2:24][CH2:23]3)[C:15]([CH3:29])([CH3:28])[CH2:14]2)[N:5]=[C:4]([O:30][C:31]2[CH:36]=[CH:35][C:34]([C:37]([C:40]3[CH:45]=[CH:44][C:43]([O:46][C:47]4[N:52]=[C:51](Cl)[N:50]=[C:49]([NH:54][CH2:55][CH2:56][CH2:57][CH2:58][CH:59]5[CH2:64][C:63]([CH3:66])([CH3:65])[N:62]([O:67][CH:68]6[CH2:73][CH2:72][CH2:71][CH2:70][CH2:69]6)[C:61]([CH3:75])([CH3:74])[CH2:60]5)[N:48]=4)=[CH:42][CH:41]=3)([CH3:39])[CH3:38])=[CH:33][CH:32]=2)[N:3]=1.[NH2:76][CH2:77][CH2:78][CH2:79][CH2:80][CH2:81][C:82]([OH:84])=[O:83]>>[C:82]([CH2:81][CH2:80][CH2:79][CH2:78][CH2:77][NH:76][C:2]1[N:7]=[C:6]([NH:8][CH2:9][CH2:10][CH2:11][CH2:12][CH:13]2[CH2:18][C:17]([CH3:20])([CH3:19])[N:16]([O:21][CH:22]3[CH2:27][CH2:26][CH2:25][CH2:24][CH2:23]3)[C:15]([CH3:29])([CH3:28])[CH2:14]2)[N:5]=[C:4]([O:30][C:31]2[CH:36]=[CH:35][C:34]([C:37]([C:40]3[CH:45]=[CH:44][C:43]([O:46][C:47]4[N:52]=[C:51]([NH:76][CH2:77][CH2:78][CH2:79][CH2:80][CH2:81][C:82]([OH:84])=[O:83])[N:50]=[C:49]([NH:54][CH2:55][CH2:56][CH2:57][CH2:58][CH:59]5[CH2:64][C:63]([CH3:66])([CH3:65])[N:62]([O:67][CH:68]6[CH2:73][CH2:72][CH2:71][CH2:70][CH2:69]6)[C:61]([CH3:75])([CH3:74])[CH2:60]5)[N:48]=4)=[CH:42][CH:41]=3)([CH3:39])[CH3:38])=[CH:33][CH:32]=2)[N:3]=1)([OH:84])=[O:83]. Reported procedure: The title compound is prepared from the reaction of 2,2-bis{4-[[2-chloro-4-[N-(1-cyclohexyloxy-2,2,6,6-tetramethylpiperidin-4-yl)butylamino]-1,3,5-triazin-6-yl]oxy]phenyl}propane with 6-aminohexanoic acid. The reactants are BrCCN1N=C(C=C1CBr)[N+](=O)[O-] (1-(2-bromoethyl)-5-(bromomethyl)-3-nitro-1H-pyrazole), O1CC(C1)N (oxetan-3-amine), CCN(C(C)C)C(C)C (DIPEA). Conditions: time 24 hour. Product: [N+](=O)([O-])C1=NN2C(CN(CC2)C2COC2)=C1 (2-nitro-5-oxetan-3-yl-4,5,6,7-tetrahydro-pyrazolo[1,5-a]pyrazine). RXN SMILES: Br[CH2:2][CH2:3][N:4]1[C:8]([CH2:9]Br)=[CH:7][C:6]([N+:11]([O-:13])=[O:12])=[N:5]1.[O:14]1[CH2:17][CH:16]([NH2:18])[CH2:15]1.CCN(C(C)C)C(C)C>>[N+:11]([C:6]1[CH:7]=[C:8]2[CH2:9][N:18]([CH:16]3[CH2:17][O:14][CH2:15]3)[CH2:2][CH2:3][N:4]2[N:5]=1)([O-:13])=[O:12]. Reported procedure: In a 250 mL round-bottomed flask, 1-(2-bromoethyl)-5-(bromomethyl)-3-nitro-1H-pyrazole (1.54 g, 4.92 mmol, Eq: 1.00) was combined with CH3 CN (60 ml) to give a light yellow solution. To this oxetan-3-amine (432 mg, 5.91 mmol, Eq: 1.20) and dropwise DIPEA (1.14 g, 1.55 ml, 8.86 mmol, Eq: 1.80) were added and the reaction mixture was stirred at room temperature for 24 hr. Reactants: Cl.NC1=NC(=NC2=CC(=C(C=C12)OC)OC)N1CCN(CC1)C(CC(=O)OCC)=O (4-Amino-6,7-dimethoxy-2-[4-(2-ethoxycarbonylacetyl)-1-piperazinyl]-quinazoline hydrochloride), C(CCC)N (n-butylamine). The solvent is CS(=O)C (DMSO). Conditions: temperature 140 celsius. Product: Cl.NC1=NC(=NC2=CC(=C(C=C12)OC)OC)N1CCN(CC1)C(CC(=O)NCCCC)=O (4-Amino-6,7-dimethoxy-2-[4-(3-n-butylamino-3-oxopropionyl)-1-piperazinyl]-quinazoline hydrochloride). The yield is 53.0%. Reaction SMILES: [ClH:1].[NH2:2][C:3]1[C:12]2[C:7](=[CH:8][C:9]([O:15][CH3:16])=[C:10]([O:13][CH3:14])[CH:11]=2)[N:6]=[C:5]([N:17]2[CH2:22][CH2:21][N:20]([C:23](=[O:30])[CH2:24][C:25](OCC)=[O:26])[CH2:19][CH2:18]2)[N:4]=1.[CH2:31]([NH2:35])[CH2:32][CH2:33][CH3:34]>CS(C)=O>[ClH:1].[NH2:2][C:3]1[C:12]2[C:7](=[CH:8][C:9]([O:15][CH3:16])=[C:10]([O:13][CH3:14])[CH:11]=2)[N:6]=[C:5]([N:17]2[CH2:22][CH2:21][N:20]([C:23](=[O:30])[CH2:24][C:25]([NH:35][CH2:31][CH2:32][CH2:33][CH3:34])=[O:26])[CH2:19][CH2:18]2)[N:4]=1 |f:0.1,4.5|. Procedure: A mixture of 4 g of the compound prepared in Example 18 and 30 ml of n-butylamine in 10 ml DMSO is warmed at 140° C. for 20 h in a closed flask. The solution is evaporated under vacuum, the oily residue is treated with 200 ml H2O and extracted with CHCl3 (3×50 ml). The vitrous residue, obtained by evaporating the organic phase, is dissolved in 40 ml EtOH 95%, the solution is added with 10 ml KOH 0.3N and warmed to reflux for 30'. The residue obtained by evaporation of the solution is purified by...